Dataset: the Open Reaction Database (ORD), a public repository of structured organic reaction records. Task: describe an organic reaction: reactants, conditions, products, and yield Reactants: Cc1cc(OCc2ccccc2)ccc1C=O, CCCCOCC(=O)OC, CC(C)[N-]C(C)C, [Li+], C1CCOC1. As a reaction SMILES: [CH2:19]([c:20]1[cH:21][cH:22][cH:23][cH:24][cH:25]1)[O:26][c:27]1[cH:28][c:29]([CH3:35])[c:30]([CH:31]=[O:32])[cH:33][cH:34]1.[CH3:1][O:2][C:3]([CH2:4][O:5][CH2:6][CH2:7][CH2:8][CH3:9])=[O:10].[CH:11]([N-:12][CH:13]([CH3:14])[CH3:15])([CH3:16])[CH3:17].[Li+:18].[O:36]1[CH2:37][CH2:38][CH2:39][CH2:40]1>>[CH3:1][O:2][C:3]([CH:4]([O:5][CH2:6][CH2:7][CH2:8][CH3:9])[CH:31]([c:30]1[c:29]([CH3:35])[cH:28][c:27]([O:26][CH2:19][c:20]2[cH:21][cH:22][cH:23][cH:24][cH:25]2)[cH:34][cH:33]1)[OH:32])=[O:10]. Product: CCCCOC(C(=O)OC)C(O)c1ccc(OCc2ccccc2)cc1C. The reactants are ClC1=CC=C(CNC(=O)C=2C(C3=C(N(C2)C)OC(=C3)C#CCC(C3=CC=CC=C3)O)=O)C=C1 (N-(4-Chlorobenzyl)-2-(4-hydroxy-4-phenylbut-1-ynyl)-7-methyl-4-oxo-4,7-dihydrofuro[2,3-b]pyridine-5-carboxamide). Reagents/catalysts: [Pd] (Pd/C). Run in C(C)O (ethanol). The product is ClC1=CC=C(CNC(=O)C=2C(C3=C(N(C2)C)OC(=C3)CCCC(C3=CC=CC=C3)O)=O)C=C1 (N-(4-Chlorobenzyl)-2-(4-hydroxy-4-phenylbutyl)-7-methyl-4-oxo-4,7-dihydrofuro[2,3-b]pyridine-5-carboxamide). The yield is 4.0%. RXN SMILES: [Cl:1][C:2]1[CH:33]=[CH:32][C:5]([CH2:6][NH:7][C:8]([C:10]2[C:11](=[O:31])[C:12]3[CH:19]=[C:18]([C:20]#[C:21][CH2:22][CH:23]([OH:30])[C:24]4[CH:29]=[CH:28][CH:27]=[CH:26][CH:25]=4)[O:17][C:13]=3[N:14]([CH3:16])[CH:15]=2)=[O:9])=[CH:4][CH:3]=1>C(O)C.[Pd]>[Cl:1][C:2]1[CH:3]=[CH:4][C:5]([CH2:6][NH:7][C:8]([C:10]2[C:11](=[O:31])[C:12]3[CH:19]=[C:18]([CH2:20][CH2:21][CH2:22][CH:23]([OH:30])[C:24]4[CH:25]=[CH:26][CH:27]=[CH:28][CH:29]=4)[O:17][C:13]=3[N:14]([CH3:16])[CH:15]=2)=[O:9])=[CH:32][CH:33]=1. Reported procedure: N-(4-Chlorobenzyl)-2-(4-hydroxy-4-phenylbut-1-ynyl)-7-methyl-4-oxo-4,7-dihydrofuro[2,3-b]pyridine-5-carboxamide (Example 88, 0.200 g) was dissolved in ethanol (60 mL) with heating and then allowed to cool to room temperature. The mixture was hydrogenated over 10% Pd/C (0.060 g) at 35 psi for 1.5 h. The reaction mixture was filtered through a Celite pad and the pad was washed with CH2Cl2 (60 mL). The filtrate was concentrated in vacuo. The resulting solid was purified by column chromatography (CH... The reactants are [Au], COCOc1cccc(NC(=O)OC(C)(C)C)c1, C1CCOC1, CN(C)CCN(C)C, [Li]CCCC, ClCCI, O. Product: COCOc1cccc(NC(=O)OC(C)(C)C)c1I. As a reaction SMILES: [Au:42].[C:1]([CH3:2])([CH3:3])([CH3:4])[O:5][C:6](=[O:7])[NH:8][c:9]1[cH:10][c:11]([O:15][CH2:16][O:17][CH3:18])[cH:12][cH:13][cH:14]1.[CH2:36]1[O:37][CH2:38][CH2:39][CH2:40]1.[CH3:19][N:20]([CH3:21])[CH2:22][CH2:23][N:24]([CH3:25])[CH3:26].[CH3:27][CH2:28][CH2:29][CH2:30][Li:31].[Cl:32][CH2:33][CH2:34][I:35].[OH2:41]>>[C:1]([CH3:2])([CH3:3])([CH3:4])[O:5][C:6](=[O:7])[NH:8][c:9]1[c:10]([I:35])[c:11]([O:15][CH2:16][O:17][CH3:18])[cH:12][cH:13][cH:14]1. The reactants are O=C([O-])O, CC(C)(C)OC(=O)NCc1ccc(CO)cc1, ClCCl, [Na+], [Na+], [Na+], O=S([O-])[O-]. Yields the product CC(C)(C)OC(=O)NCc1ccc(C=O)cc1. RXN SMILES: [C:18](=[O:19])([OH:20])[O-:21].[C:1]([CH3:2])([CH3:3])([CH3:4])[O:5][C:6]([NH:7][CH2:8][c:9]1[cH:10][cH:11][c:12]([CH2:15][OH:16])[cH:13][cH:14]1)=[O:17].[Cl:29][CH2:30][Cl:31].[Na+:22].[Na+:27].[Na+:28].[S:23]([O-:24])([O-:25])=[O:26]>>[C:1]([CH3:2])([CH3:3])([CH3:4])[O:5][C:6]([NH:7][CH2:8][c:9]1[cH:10][cH:11][c:12]([CH:15]=[O:16])[cH:13][cH:14]1)=[O:17]. Starting materials: CNC=1C(=CC(=CC1)[N+](=O)[O-])N (N1-methyl-4-nitro-benzene-1,2-diamine), CN=C=S (methyl isothiocyanate). Product: CNC1=NC2=C(N1C)C=CC(=C2)[N+](=O)[O-] (Methyl-(1-methyl-5-nitro-1H-benzimidazol-2-yl)-amine). The yield is 53.3%. Reaction SMILES: [CH3:1][NH:2][C:3]1[C:4]([NH2:12])=[CH:5][C:6]([N+:9]([O-:11])=[O:10])=[CH:7][CH:8]=1.[CH3:13][N:14]=[C:15]=S>>[CH3:13][NH:14][C:15]1[N:2]([CH3:1])[C:3]2[CH:8]=[CH:7][C:6]([N+:9]([O-:11])=[O:10])=[CH:5][C:4]=2[N:12]=1. Procedure: N1-methyl-4-nitro-benzene-1,2-diamine (2.0 g, 12.0 mmol) and methyl isothiocyanate (0.90 ml, 13.2 mmol) were coupled using the procedure of example one part B to give the title compound as a yellow solid (1.32 g, 53%). 1H NMR (300 MHz, d6-DMSO) δ 7.98 (d, J=2.1 Hz, 1H), 7.90 (dd, J=8.7 and 2.4 Hz, 1H), 7.32 (d, J=8.7 Hz, 1H), 7.15 (m, 1H), 3.55 (d, 3H), 2.95 (d, J=4.5 Hz, 3H). Starting materials: CC(C)(NC(=O)C(CCCCNC(=O)OCc1ccccc1)NC(=O)c1ccccc1)c1ccccc1, CCO, Cl, [H][H]. Product: CC(C)(NC(=O)C(CCCCN)NC(=O)c1ccccc1)c1ccccc1. As a reaction SMILES: [CH3:1][C:2]([c:3]1[cH:4][cH:5][cH:6][cH:7][cH:8]1)([CH3:9])[NH:10][C:11]([CH:12]([CH2:13][CH2:14][CH2:15][CH2:16][NH:17][C:18]([O:19][CH2:20][c:21]1[cH:22][cH:23][cH:24][cH:25][cH:26]1)=[O:27])[NH:28][C:29]([c:30]1[cH:31][cH:32][cH:33][cH:34][cH:35]1)=[O:36])=[O:37].[CH3:41][CH2:42][OH:43].[ClH:38].[H:39][H:40]>>[CH3:1][C:2]([c:3]1[cH:4][cH:5][cH:6][cH:7][cH:8]1)([CH3:9])[NH:10][C:11]([CH:12]([CH2:13][CH2:14][CH2:15][CH2:16][NH2:17])[NH:28][C:29]([c:30]1[cH:31][cH:32][cH:33][cH:34][cH:35]1)=[O:36])=[O:37]. Starting materials: ClC1=CC=NC2=CC(=CC=C12)Cl (4,7-dichloroquinoline), NC1=CC=C(C=C1)S(=O)(=O)N1CCN(CC1)C1=CC(=CC(=C1)C(F)(F)F)C(F)(F)F (1-[(p-aminophenyl)sulfonyl]-4-[3,5-di(trifluoromethyl)phenyl]piperazine). Product: FC(C=1C=C(C=C(C1)C(F)(F)F)N1CCN(CC1)S(=O)(=O)C1=CC=C(C=C1)NC1=CC=NC2=CC(=CC=C12)Cl)(F)F (1-[3,5-di(trifluoromethyl)phenyl]-4-[[4-[[7-chloro-4-quinolinyl]amino]phenyl]sulfonyl]piperazine). Reaction SMILES: Cl[C:2]1[C:11]2[C:6](=[CH:7][C:8]([Cl:12])=[CH:9][CH:10]=2)[N:5]=[CH:4][CH:3]=1.[NH2:13][C:14]1[CH:19]=[CH:18][C:17]([S:20]([N:23]2[CH2:28][CH2:27][N:26]([C:29]3[CH:34]=[C:33]([C:35]([F:38])([F:37])[F:36])[CH:32]=[C:31]([C:39]([F:42])([F:41])[F:40])[CH:30]=3)[CH2:25][CH2:24]2)(=[O:22])=[O:21])=[CH:16][CH:15]=1>>[F:42][C:39]([F:40])([F:41])[C:31]1[CH:30]=[C:29]([N:26]2[CH2:25][CH2:24][N:23]([S:20]([C:17]3[CH:16]=[CH:15][C:14]([NH:13][C:2]4[C:11]5[C:6](=[CH:7][C:8]([Cl:12])=[CH:9][CH:10]=5)[N:5]=[CH:4][CH:3]=4)=[CH:19][CH:18]=3)(=[O:21])=[O:22])[CH2:28][CH2:27]2)[CH:34]=[C:33]([C:35]([F:36])([F:37])[F:38])[CH:32]=1. Reported procedure: In the manner given in Example 1C, 4,7-dichloroquinoline is heated with 1-[(p-aminophenyl)sulfonyl]-4-[3,5-di(trifluoromethyl)phenyl]piperazine, to give 1-[3,5-di(trifluoromethyl)phenyl]-4-[[4-[[7-chloro-4-quinolinyl]amino]phenyl]sulfonyl]piperazine. Starting materials: BrCCO (2-Bromoethanol), FC1=C(C=C(C=C1)F)[C@@H]1N(CCC1)C1=CC=2N(C=C1)N=CC2C(=O)NC2CCNCC2 ((R)-5-(2-(2,5-difluorophenyl)pyrrolidin-1-yl)-N-(piperidin-4-yl)pyrazolo[1,5-a]pyridine-3-carboxamide). The solvent is CCOC(=O)C (EtOAc), C(C)#N (acetonitrile). Run at time 4 hour. Product: FC1=C(C=C(C=C1)F)[C@@H]1N(CCC1)C1=CC=2N(C=C1)N=CC2C(=O)NC2CCN(CC2)CCO ((R)-5-(2-(2,5-difluorophenyl)pyrrolidin-1-yl)-N-(1-(2-hydroxyethyl)piperidin-4-yl)pyrazolo[1,5-a]pyridine-3-carboxamide). The yield is 7.3%. Reaction SMILES: Br[CH2:2][CH2:3][OH:4].[F:5][C:6]1[CH:11]=[CH:10][C:9]([F:12])=[CH:8][C:7]=1[C@H:13]1[CH2:17][CH2:16][CH2:15][N:14]1[C:18]1[CH:23]=[CH:22][N:21]2[N:24]=[CH:25][C:26]([C:27]([NH:29][CH:30]3[CH2:35][CH2:34][NH:33][CH2:32][CH2:31]3)=[O:28])=[C:20]2[CH:19]=1>C(#N)C.CCOC(C)=O>[F:5][C:6]1[CH:11]=[CH:10][C:9]([F:12])=[CH:8][C:7]=1[C@H:13]1[CH2:17][CH2:16][CH2:15][N:14]1[C:18]1[CH:23]=[CH:22][N:21]2[N:24]=[CH:25][C:26]([C:27]([NH:29][CH:30]3[CH2:35][CH2:34][N:33]([CH2:2][CH2:3][OH:4])[CH2:32][CH2:31]3)=[O:28])=[C:20]2[CH:19]=1. Procedure details: 2-Bromoethanol (18 mg, 0.14 mmol) was added to stirred solution of (R)-5-(2-(2,5-difluorophenyl)pyrrolidin-1-yl)-N-(piperidin-4-yl)pyrazolo[1,5-a]pyridine-3-carboxamide (50 mg, 0.12 mmol) (Example-32) in acetonitrile (0.5 mL) and stirring was continued at 70° C. for 4 h. The reaction mixture was diluted with EtOAc, washed the organic layer with water and dried over anhydrous sodium sulphate, concentrated under reduced pressure to afford the crude product, which was purified by Preparative HPLC [... Reactants: Cl (HCl), C(C)OC(=O)[C@H]1[C@@H]2C[C@H]([C@]([C@H]12)(C(=O)OCC1=CC=CC=C1)N=[N+]=[N-])O ((1S,2R,3R,5R,6S)-2-azido-3-hydroxy-bicyclo [3.1.0]hexane-2,6-dicarboxylic acid 2-benzyl ester 6-ethyl ester), C(C)(C)(C)C1=NC(=CC=C1)C(C)(C)C (2,6-di-tert.-butylpyridine), O(S(=O)(=O)C(F)(F)F)C (methyl triflate). Run in C(Cl)Cl (DCM). Yields the product C(C)OC(=O)[C@H]1[C@@H]2C[C@H]([C@]([C@H]12)(C(=O)OCC1=CC=CC=C1)N=[N+]=[N-])OC ((1S,2R,3R,5R,6S)-2-azido-3-methoxy-bicyclo[3.1.0]hexane-2,6-dicarboxylic acid 2-benzyl ester 6-ethyl ester). The yield is 62.9%. RXN SMILES: [CH2:1]([O:3][C:4]([C@@H:6]1[C@@H:11]2[C@H:7]1[CH2:8][C@@H:9]([OH:25])[C@@:10]2([N:22]=[N+:23]=[N-:24])[C:12]([O:14][CH2:15][C:16]1[CH:21]=[CH:20][CH:19]=[CH:18][CH:17]=1)=[O:13])=[O:5])[CH3:2].[C:26](C1C=CC=C(C(C)(C)C)N=1)(C)(C)C.O(C)S(C(F)(F)F)(=O)=O.Cl>C(Cl)Cl>[CH2:1]([O:3][C:4]([C@@H:6]1[C@@H:11]2[C@H:7]1[CH2:8][C@@H:9]([O:25][CH3:26])[C@@:10]2([N:22]=[N+:23]=[N-:24])[C:12]([O:14][CH2:15][C:16]1[CH:21]=[CH:20][CH:19]=[CH:18][CH:17]=1)=[O:13])=[O:5])[CH3:2]. Procedure details: A solution of (1S,2R,3R,5R,6S)-2-azido-3-hydroxy-bicyclo [3.1.0]hexane-2,6-dicarboxylic acid 2-benzyl ester 6-ethyl ester (VII-1) (345 mg, 1.0 mmol), 2,6-di-tert.-butylpyridine (1.35 mL, 6.0 mmol) and methyl triflate (0.55 mL, 5.0 mmol) in DCM (2 mL) was stirred at 23° C. for 4 d. The reaction mixture was poured on ice, acidified with 1 N HCl and extracted with ether. After washing with sat. NaHCO3 -sol., brine and drying over MgSO4 the crude product was purified by silica gel column chromatogra... Reported procedure: In a manner analogous to the method described in examples 8, (4S,5R)-2-(6-tert-butyl-4-ethoxy-pyridin-3-yl)-4,5-bis-(4-chloro-phenyl)-4,5-dimethyl-4,5-dihydro-imidazole-1-carbonyl chloride (example 51) was coupled with 4-hydroxypiperidine (Aldrich) to give the title compound. HR-MS (ES, m/z) calculated for C34H41Cl2N4O3 [(M+H)+] 623.255, observed 623.2551. Reactants: C(C)(C)(C)C1=CC(=C(C=N1)C=1N([C@]([C@](N1)(C)C1=CC=C(C=C1)Cl)(C)C1=CC=C(C=C1)Cl)C(=O)Cl)OCC ((4S,5R)-2-(6-tert-butyl-4-ethoxy-pyridin-3-yl)-4,5-bis-(4-chloro-phenyl)-4,5-dimethyl-4,5-dihydro-imidazole-1-carbonyl chloride), OC1CCNCC1 (4-hydroxypiperidine). Reaction SMILES: [C:1]([C:5]1[N:10]=[CH:9][C:8]([C:11]2[N:12]([C:32](Cl)=[O:33])[C@@:13]([C:25]3[CH:30]=[CH:29][C:28]([Cl:31])=[CH:27][CH:26]=3)([CH3:24])[C@@:14]([C:17]3[CH:22]=[CH:21][C:20]([Cl:23])=[CH:19][CH:18]=3)([CH3:16])[N:15]=2)=[C:7]([O:35][CH2:36][CH3:37])[CH:6]=1)([CH3:4])([CH3:3])[CH3:2].[OH:38][CH:39]1[CH2:44][CH2:43][NH:42][CH2:41][CH2:40]1>>[C:1]([C:5]1[N:10]=[CH:9][C:8]([C:11]2[N:12]([C:32]([N:42]3[CH2:43][CH2:44][CH:39]([OH:38])[CH2:40][CH2:41]3)=[O:33])[C@@:13]([C:25]3[CH:26]=[CH:27][C:28]([Cl:31])=[CH:29][CH:30]=3)([CH3:24])[C@@:14]([C:17]3[CH:18]=[CH:19][C:20]([Cl:23])=[CH:21][CH:22]=3)([CH3:16])[N:15]=2)=[C:7]([O:35][CH2:36][CH3:37])[CH:6]=1)([CH3:4])([CH3:2])[CH3:3]. Yields the product C(C)(C)(C)C1=CC(=C(C=N1)C=1N([C@]([C@](N1)(C)C1=CC=C(C=C1)Cl)(C)C1=CC=C(C=C1)Cl)C(=O)N1CCC(CC1)O)OCC ([(4S,5R)-2-(6-tert-Butyl-4-ethoxy-pyridin-3-yl)-4,5-bis-(4-chloro-phenyl)-4,5-dimethyl-4,5-dihydro-imidazol-1-yl]-(4-hydroxy-piperidin-1-yl)-methanone).